This data is from the Open Reaction Database (ORD), a public repository of structured organic reaction records. The task is: describe an organic reaction: reactants, conditions, products, and yield Reactants: COCOc1cccnc1Br, O=Cc1ccc(F)c(Br)c1, [Li]CCCC, CCCCCC, CCOCC, O. Yields the product COCOc1cccnc1C(O)c1ccc(F)c(Br)c1. Reaction SMILES: [Br:1][c:2]1[n:3][cH:4][cH:5][cH:6][c:7]1[O:8][CH2:9][O:10][CH3:11].[Br:23][c:24]1[cH:25][c:26]([CH:27]=[O:28])[cH:29][cH:30][c:31]1[F:32].[CH2:18]([Li:19])[CH2:20][CH2:21][CH3:22].[CH3:12][CH2:13][CH2:14][CH2:15][CH2:16][CH3:17].[CH3:34][CH2:35][O:36][CH2:37][CH3:38].[OH2:33]>>[c:2]1([CH:27]([c:26]2[cH:25][c:24]([Br:23])[c:31]([F:32])[cH:30][cH:29]2)[OH:28])[n:3][cH:4][cH:5][cH:6][c:7]1[O:8][CH2:9][O:10][CH3:11]. Reactants: C1CCOC1, CC1(C)CC(N)c2ccccc21, CCN(C(C)C)C(C)C, Clc1nc(Cl)nc(Cl)n1. Yields the product CC1(C)CC(Nc2nc(Cl)nc(Cl)n2)c2ccccc21. Reaction SMILES: [CH2:31]1[O:32][CH2:33][CH2:34][CH2:35]1.[CH3:1][C:2]1([CH3:12])[CH2:3][CH:4]([NH2:11])[c:5]2[cH:6][cH:7][cH:8][cH:9][c:10]21.[CH:22]([N:23]([CH2:24][CH3:25])[CH:26]([CH3:27])[CH3:28])([CH3:29])[CH3:30].[Cl:13][c:14]1[n:15][c:16]([Cl:17])[n:18][c:19]([Cl:20])[n:21]1>>[CH3:1][C:2]1([CH3:12])[CH2:3][CH:4]([NH:11][c:19]2[n:18][c:16]([Cl:17])[n:15][c:14]([Cl:13])[n:21]2)[c:5]2[cH:6][cH:7][cH:8][cH:9][c:10]21. The reactants are O (water), O1CCN(CC1)C=1C=2N(N=CC1)C(=C(N2)\C=C\C2=NC1=CC=CC=C1C=C2)C2=CC=C(C#N)C=C2 ((E)-4-(8-Morpholino-2-(2-(quinolin-2-yl)vinyl)imidazo[1,2-b]pyridazin-3-yl)benzonitrile), [N-]=[N+]=[N-].[Na+] (sodium azide), [Cl-].[NH4+] (ammonium chloride). Solvent: CN(C)C=O (DMF). Reaction conditions: temperature 130 celsius. Product: N1N=NN=C1C1=CC=C(C=C1)C1=C(N=C2N1N=CC=C2N2CCOCC2)\C=C\C2=NC1=CC=CC=C1C=C2 ((E)-4-(3-(4-(1H-Tetrazol-5-yl)phenyl)-2-(2-(quinolin-2-yl)vinyl)imidazo[1,2-b]pyridazin-8-yl)morpholine). As a reaction SMILES: [O:1]1[CH2:6][CH2:5][N:4]([C:7]2[C:8]3[N:9]([C:13]([C:28]4[CH:35]=[CH:34][C:31]([C:32]#[N:33])=[CH:30][CH:29]=4)=[C:14](/[CH:16]=[CH:17]/[C:18]4[CH:27]=[CH:26][C:25]5[C:20](=[CH:21][CH:22]=[CH:23][CH:24]=5)[N:19]=4)[N:15]=3)[N:10]=[CH:11][CH:12]=2)[CH2:3][CH2:2]1.[N-:36]=[N+:37]=[N-:38].[Na+].[Cl-].[NH4+].O>CN(C=O)C>[NH:36]1[C:32]([C:31]2[CH:30]=[CH:29][C:28]([C:13]3[N:9]4[N:10]=[CH:11][CH:12]=[C:7]([N:4]5[CH2:5][CH2:6][O:1][CH2:2][CH2:3]5)[C:8]4=[N:15][C:14]=3/[CH:16]=[CH:17]/[C:18]3[CH:27]=[CH:26][C:25]4[C:20](=[CH:21][CH:22]=[CH:23][CH:24]=4)[N:19]=3)=[CH:35][CH:34]=2)=[N:33][N:38]=[N:37]1 |f:1.2,3.4|. Reported procedure: A mixture of compound 13a (95 mg, 0.21 mmol), sodium azide (20 mg, 0.31 mmol) and ammonium chloride (16 mg, 0.31 mmol) in DMF (3 mL) was heated at 130° C. overnight. The reaction mixture was cooled to rt and water (20 mL) was added. The mixture was extracted with DCM/MeOH (9:1 v/v, 2×100 mL). The combined organic layers were washed with brine, and dried over Na2SO4. The mixture was filtered and concentrated to obtain a residue, which was washed with MeOH (2×2 mL). The resulting solid was purifie... Starting materials: C1(=CC=C(C=C1)S(=O)(=O)Cl)C (p-toluenesulfonyl chloride), C(C)(C)(C)OC(=O)NCCCO (3-tert-butoxycarbonylamino-1-propanol), O (water). Procedure: To a solution of 2.95 g (16.9 mmoles) of 3-tert-butoxycarbonylamino-1-propanol in 50 ml of pyridine, while being cooled in ice under an argon atmosphere, was added dropwise over a period of 40 minutes a pyridine solution containing 3.36 g (17.7 mmoles) of p-toluenesulfonyl chloride. The mixture was left standing overnight at 7° C., then admixed with a small volume of water and evaporated to dryness. The residue was dissolved in 200 ml of chloroform, washed successively with 5% aqueous potassium ... The yield is 55.0%. Reaction conditions: time 8 hour. Product: S(=O)(=O)(C1=CC=C(C)C=C1)OCCCNC(=O)OC(C)(C)C (O-tosyl-3-tert-butoxycarbonylamino-1-propanol). Reaction SMILES: [C:1]([O:5][C:6]([NH:8][CH2:9][CH2:10][CH2:11][OH:12])=[O:7])([CH3:4])([CH3:3])[CH3:2].[C:13]1([CH3:23])[CH:18]=[CH:17][C:16]([S:19](Cl)(=[O:21])=[O:20])=[CH:15][CH:14]=1.O>N1C=CC=CC=1>[S:19]([O:12][CH2:11][CH2:10][CH2:9][NH:8][C:6]([O:5][C:1]([CH3:4])([CH3:3])[CH3:2])=[O:7])([C:16]1[CH:17]=[CH:18][C:13]([CH3:23])=[CH:14][CH:15]=1)(=[O:21])=[O:20]. Solvent: N1=CC=CC=C1 (pyridine), N1=CC=CC=C1 (pyridine). Reactants: C(C1=CC=CC=C1)N1CC(C2(OCCO2)CC1)C(=O)OCC (ethyl 8-benzyl-1,4-dioxa-8-azaspiro[4.5]decane-6-carboxylate), [OH-].[K+] (Potassium hydroxide), Cl (hydrochloric acid). Solvent: O (water). Reaction conditions: temperature 40 celsius, time 3 hour. Product: C(C1=CC=CC=C1)N1CC(C2(OCCO2)CC1)C(=O)O (8-Benzyl-1,4-dioxa-8-azaspiro[4.5]decane-6-carboxylic acid). As a reaction SMILES: [CH2:1]([N:8]1[CH2:17][CH2:16][C:11]2([O:15][CH2:14][CH2:13][O:12]2)[CH:10]([C:18]([O:20]CC)=[O:19])[CH2:9]1)[C:2]1[CH:7]=[CH:6][CH:5]=[CH:4][CH:3]=1.[OH-].[K+].Cl>O>[CH2:1]([N:8]1[CH2:17][CH2:16][C:11]2([O:12][CH2:13][CH2:14][O:15]2)[CH:10]([C:18]([OH:20])=[O:19])[CH2:9]1)[C:2]1[CH:7]=[CH:6][CH:5]=[CH:4][CH:3]=1 |f:1.2|. Procedure: In a flask, etrahydrofuran (0.890 mL) was added to ethyl 8-benzyl-1,4-dioxa-8-azaspiro[4.5]decane-6-carboxylate (0.0813 g, 0.267 mmol). Potassium hydroxide (0.2157 g, 3.9 mmol) in water (0.445 mL) was added to the solution, and the reaction was allowed to stir for 3 hrs at 40° C. The reaction was neutralized to pH 7 using 1N hydrochloric acid. The reaction was concentrated under vacuo and purified using prep LC/MS. LC-MS: 278.65 [M+H]. LC/MS RT=1.66 min. Starting materials: C(CCC)C1=CC=C(C=C1)C#CC1=CC=C(CN(C2=CC=C(C(=O)OCC)C=C2)C(CCC2CCCC2)=O)C=C1 (ethyl 4-[{4-[(4-butylphenyl)ethynyl]benzyl}(3-cyclopentylpropanoyl)amino]benzoate), O[Li].O (LiOH.H2O). Solvent: O1CCOCC1 (dioxane). Yields the product C(CCC)C1=CC=C(C=C1)C#CC1=CC=C(CN(C2=CC=C(C(=O)O)C=C2)C(CCC2CCCC2)=O)C=C1 (4-[{4-[(4-butylphenyl)ethynyl]benzyl}(3-cyclopentylpropanoyl)amino]-benzoic acid). Reaction SMILES: [CH2:1]([C:5]1[CH:10]=[CH:9][C:8]([C:11]#[C:12][C:13]2[CH:40]=[CH:39][C:16]([CH2:17][N:18]([C:30](=[O:38])[CH2:31][CH2:32][CH:33]3[CH2:37][CH2:36][CH2:35][CH2:34]3)[C:19]3[CH:29]=[CH:28][C:22]([C:23]([O:25]CC)=[O:24])=[CH:21][CH:20]=3)=[CH:15][CH:14]=2)=[CH:7][CH:6]=1)[CH2:2][CH2:3][CH3:4].O[Li].O>O1CCOCC1>[CH2:1]([C:5]1[CH:6]=[CH:7][C:8]([C:11]#[C:12][C:13]2[CH:14]=[CH:15][C:16]([CH2:17][N:18]([C:30](=[O:38])[CH2:31][CH2:32][CH:33]3[CH2:37][CH2:36][CH2:35][CH2:34]3)[C:19]3[CH:20]=[CH:21][C:22]([C:23]([OH:25])=[O:24])=[CH:28][CH:29]=3)=[CH:39][CH:40]=2)=[CH:9][CH:10]=1)[CH2:2][CH2:3][CH3:4] |f:1.2|. Reported procedure: The titled compound was prepared following the procedure F using ethyl 4-[{4-[(4-butylphenyl)ethynyl]benzyl}(3-cyclopentylpropanoyl)amino]benzoate and LiOH.H2O in the presence of dioxane as a yellow powder (79%). 1H NMR (CDCl3, 300 MHz) δ 8.08 (m, 2H), 7.49-7.35 (m, 4H), 7.23-7.02 (m, 6H), 4.91 (br s, 2H), 2.66-2.53 (m, 2H), 2.18-2.05 (m, 2H), 1.70-1.20 (m, 13H), 1.30-0.82 (m, 5H). M− (ESI): 506.4; M+ (ESI): 508.4. HPLC, Rt: 5.67 min (Purity: 98.5%).